Dataset: the Open Reaction Database (ORD), a public repository of structured organic reaction records. Task: describe an organic reaction: reactants, conditions, products, and yield Starting materials: COc1cc(B(O)O)ccc1O[Si](c1ccccc1)(c1ccccc1)C(C)(C)C, C1CCOC1, Nc1ccccc1I, [K+], [K+], O=C([O-])[O-], CC(=O)[O-], CC(=O)[O-], O, [Pd+2]. Product: COc1cc(-c2ccccc2N)ccc1O[Si](c1ccccc1)(c1ccccc1)C(C)(C)C. RXN SMILES: [C:1]([CH3:2])([CH3:3])([CH3:4])[Si:5]([O:6][c:7]1[c:8]([O:16][CH3:17])[cH:9][c:10]([B:13]([OH:14])[OH:15])[cH:11][cH:12]1)([c:18]1[cH:19][cH:20][cH:21][cH:22][cH:23]1)[c:24]1[cH:25][cH:26][cH:27][cH:28][cH:29]1.[CH2:44]1[O:45][CH2:46][CH2:47][CH2:48]1.[I:30][c:31]1[c:32]([NH2:33])[cH:34][cH:35][cH:36][cH:37]1.[K+:38].[K+:39].[O-:40][C:41]([O-:42])=[O:43].[O-:51][C:52]([CH3:53])=[O:54].[O-:55][C:56]([CH3:57])=[O:58].[OH2:49].[Pd+2:50]>>[C:1]([CH3:2])([CH3:3])([CH3:4])[Si:5]([O:6][c:7]1[c:8]([O:16][CH3:17])[cH:9][c:10](-[c:31]2[c:32]([NH2:33])[cH:34][cH:35][cH:36][cH:37]2)[cH:11][cH:12]1)([c:18]1[cH:19][cH:20][cH:21][cH:22][cH:23]1)[c:24]1[cH:25][cH:26][cH:27][cH:28][cH:29]1. The reactants are C(C)(C)(C)OC(C(CC1=CC=C(C=C1)OCC1=CC=CC=C1)NC(C(CC(C)C)NCC1C2=CC=CC=C2C=2C=CC=CC12)=O)=O (AH), N1CCCCC1 (piperidine). Run in O1CCCC1 (tetrahydrofuran). Conditions: time 48 hour. Yields the product C(C)(C)(C)OC(C(CC1=CC=C(C=C1)OCC1=CC=CC=C1)NC(C(CC(C)C)N)=O)=O (2-{2-Amino-4-methyl-pentanoylamino}-3-(4-benzyloxy-phenyl)-propionic acid tert-butyl ester). Yield: 76.8%. As a reaction SMILES: [C:1]([O:5][C:6](=[O:46])[CH:7]([NH:23][C:24](=[O:45])[CH:25]([NH:30]CC1C2C=CC=CC=2C2C1=CC=CC=2)[CH2:26][CH:27]([CH3:29])[CH3:28])[CH2:8][C:9]1[CH:14]=[CH:13][C:12]([O:15][CH2:16][C:17]2[CH:22]=[CH:21][CH:20]=[CH:19][CH:18]=2)=[CH:11][CH:10]=1)([CH3:4])([CH3:3])[CH3:2].N1CCCCC1>O1CCCC1>[C:1]([O:5][C:6](=[O:46])[CH:7]([NH:23][C:24](=[O:45])[CH:25]([NH2:30])[CH2:26][CH:27]([CH3:28])[CH3:29])[CH2:8][C:9]1[CH:14]=[CH:13][C:12]([O:15][CH2:16][C:17]2[CH:22]=[CH:21][CH:20]=[CH:19][CH:18]=2)=[CH:11][CH:10]=1)([CH3:2])([CH3:4])[CH3:3]. Procedure: A solution of the product from Example AH (3-(4-benzyloxy-phenyl)-2-{2-[(9H-fluoren-9-ylmethyl)-amino]-4-methyl-pentanoylamino}-propionic acid tert-butyl ester) (12.2 g, 20.0 mmol) in 500 mL of tetrahydrofuran was treated with piperidine (80 mL). The resulting solution was stirred at room temperature for 48 hours. The reaction mixture was concentrated and the residue purified by chromatography (silica gel, gradient elution EtOAc—15% EtOH/EtOAc). The resulting yellow solid was broken up in heptan...